From a dataset of the Open Reaction Database (ORD), a public repository of structured organic reaction records. describe an organic reaction: reactants, conditions, products, and yield Starting materials: N12C[C@@H](C(CC1)CC2)OC(=O)C2(CCCCCC2)C2=CC=CC=C2 (1-Phenyl-cycloheptanecarboxylic acid (R)-(1-aza-bicyclo[2.2.2]oct-3-yl) ester), ClCC(=O)NC1=C(C=NC=C1)F (2-chloro-N-(3-fluoro-pyridin-4-yl)-acetamide). Solvent: CC#N (MeCN). Yields the product [Cl-].FC=1C=NC=CC1NC(=O)C[N+]12C[C@@H](C(CC1)CC2)OC(=O)C2(CCCCCC2)C2=CC=CC=C2 ((R)-1-[(3-Fluoro-pyridin-4-ylcarbamoyl)-methyl]-3-(1-phenyl-cycloheptanecarbonyloxy)-1-azonia-bicyclo[2.2.2]octane chloride), solid. Reaction SMILES: [N:1]12[CH2:8][CH2:7][CH:4]([CH2:5][CH2:6]1)[C@@H:3]([O:9][C:10]([C:12]1([C:19]3[CH:24]=[CH:23][CH:22]=[CH:21][CH:20]=3)[CH2:18][CH2:17][CH2:16][CH2:15][CH2:14][CH2:13]1)=[O:11])[CH2:2]2.[Cl:25][CH2:26][C:27]([NH:29][C:30]1[CH:35]=[CH:34][N:33]=[CH:32][C:31]=1[F:36])=[O:28]>CC#N>[Cl-:25].[F:36][C:31]1[CH:32]=[N:33][CH:34]=[CH:35][C:30]=1[NH:29][C:27]([CH2:26][N+:1]12[CH2:8][CH2:7][CH:4]([CH2:5][CH2:6]1)[C@@H:3]([O:9][C:10]([C:12]1([C:19]3[CH:20]=[CH:21][CH:22]=[CH:23][CH:24]=3)[CH2:18][CH2:17][CH2:16][CH2:15][CH2:14][CH2:13]1)=[O:11])[CH2:2]2)=[O:28] |f:3.4|. Procedure details: 1-Phenyl-cycloheptanecarboxylic acid (R)-(1-aza-bicyclo[2.2.2]oct-3-yl) ester (Example 14e) (0.30 mmol) and 2-chloro-N-(3-fluoro-pyridin-4-yl)-acetamide (Example 54a) ( mmol) in MeCN (1.5 mL) were stirred together at room temperature overnight. The reaction mixture was concentrated in vacuo and the residue purified by silica gel chromatography eluting with 0-10% MeH/dichloromethane to give the title compound a white solid (110 mg). Reactants: CS(=O)(=O)Cl, ClCCl, OCCCN1CC(O)C2(CC2)C1. Yields the product CS(=O)(=O)OCCCN1CC(O)C2(CC2)C1. As a reaction SMILES: [CH3:13][S:14]([Cl:15])(=[O:16])=[O:17].[Cl:18][CH2:19][Cl:20].[OH:1][CH:2]1[CH2:3][N:4]([CH2:9][CH2:10][CH2:11][OH:12])[CH2:5][C:6]12[CH2:7][CH2:8]2>>[OH:1][CH:2]1[CH2:3][N:4]([CH2:9][CH2:10][CH2:11][O:12][S:14]([CH3:13])(=[O:16])=[O:17])[CH2:5][C:6]12[CH2:7][CH2:8]2. Starting materials: [Si](C1=CC=CC=C1)(C1=CC=CC=C1)(C(C)(C)C)OCC1=CC=C(C=C1)C#C[Si](C)(C)C (4-[(trimethylsilyl)ethynyl]benzyl tert-butyldiphenylsilyl ether), BrC1=CC(=CC(=C1)C(C)(C)C)C(C)(C)C (1-bromo-3,5-Di-tert-butylbenzene). Product: C(C)(C)(C)C=1C=C(C=C(C1)C(C)(C)C)/C(=C/C1=CC=C(CO)C=C1)/[Si](C)(C)C ((Z)-4-[2-(3,5-Di-tert-butylphenyl)-2-trimethylsilanylvinyl]benzyl alcohol). As a reaction SMILES: [Si]([O:18][CH2:19][C:20]1[CH:25]=[CH:24][C:23]([C:26]#[C:27][Si:28]([CH3:31])([CH3:30])[CH3:29])=[CH:22][CH:21]=1)(C(C)(C)C)(C1C=CC=CC=1)C1C=CC=CC=1.Br[C:33]1[CH:38]=[C:37]([C:39]([CH3:42])([CH3:41])[CH3:40])[CH:36]=[C:35]([C:43]([CH3:46])([CH3:45])[CH3:44])[CH:34]=1>>[C:43]([C:35]1[CH:34]=[C:33](/[C:27](/[Si:28]([CH3:29])([CH3:30])[CH3:31])=[CH:26]/[C:23]2[CH:22]=[CH:21][C:20]([CH2:19][OH:18])=[CH:25][CH:24]=2)[CH:38]=[C:37]([C:39]([CH3:42])([CH3:41])[CH3:40])[CH:36]=1)([CH3:46])([CH3:45])[CH3:44]. Reported procedure: Following General Procedure A, 4-[(trimethylsilyl)ethynyl]benzyl tert-butyldiphenylsilyl ether and 1-bromo-3,5-Di-tert-butylbenzene (which can be prepared by the procedure described in Komen and Bickel Synth. Commun, 1996, 26, 1693-1698) were coupled to give the title compound (Compound 32). PNMR (300 MHz, CDCl3) δ 7.40 (s, 4H), 7.33 (s, 2H), 7.08 (s, 1H), 7.07 (s, 1H), 4.78 (d, J=5.9 Hz, 1H), 1.41 (s, 18H), 0.00 (s, 9H). The reactants are 35, [N-]=[N+]=[N-].[Na+] (sodium azide), ClC1=CC=C(CNC(=O)C2=CN(C3=CC=C(C=C3C2=O)CCl)C)C=C1 (N-(4-chlorobenzyl)-6-(chloromethyl)-1-methyl-4-oxo-1,4-dihydro-3-quinolinecarboxamide), O (water). The solvent is CN(C)C=O (DMF). The product is N(=[N+]=[N-])CC=1C=C2C(C(=CN(C2=CC1)C)C(=O)NCC1=CC=C(C=C1)Cl)=O (6-(Azidomethyl)-N-(4-chlorobenzyl)-1-methyl-4-oxo-1,4-dihydro-3-quinolinecarboxamide). The yield is 90.0%. As a reaction SMILES: [Cl:1][C:2]1[CH:25]=[CH:24][C:5]([CH2:6][NH:7][C:8]([C:10]2[C:19](=[O:20])[C:18]3[C:13](=[CH:14][CH:15]=[C:16]([CH2:21]Cl)[CH:17]=3)[N:12]([CH3:23])[CH:11]=2)=[O:9])=[CH:4][CH:3]=1.[N-:26]=[N+:27]=[N-:28].[Na+].O>CN(C=O)C>[N:26]([CH2:21][C:16]1[CH:17]=[C:18]2[C:13](=[CH:14][CH:15]=1)[N:12]([CH3:23])[CH:11]=[C:10]([C:8]([NH:7][CH2:6][C:5]1[CH:4]=[CH:3][C:2]([Cl:1])=[CH:25][CH:24]=1)=[O:9])[C:19]2=[O:20])=[N+:27]=[N-:28] |f:1.2|. Procedure: A solution of N-(4-chlorobenzyl)-6-(chloromethyl)-1-methyl-4-oxo-1,4-dihydro-3-quinolinecarboxamide from Preparation No. 35 (200 mg) and sodium azide (176.8 mg) in anhydrous DMF (7 mL) is heated at 60° C. overnight. The reaction is cooled to room temperature and poured into water to precipitate the product. The solid is adsorbed onto silica and purified by chromatography (eluent 100% CH2Cl2 (1 L), 0.5% MeOH in CH2Cl2 (1 L), and 1% MeOH in CH2Cl2 (1 L)). Fractions homogenous by TLC were combined ... The reactants are CC1=NN2C(C=CC=C2)=C1C(C(CC(=O)O)C)=O (4-(2-Methylpyrazolo[1,5-a]pyridine-3-yl)-3-methyl-4-oxobutyric acid), O.NN (hydrazine monohydrate). The solvent is C(C)O (ethanol). Yields the product CC1=NN2C(C=CC=C2)=C1C=1C(CC(NN1)=O)C (6-(2-methylpyrazolo[1,5-a]pyridine-3-yl)-5-methyl-4,5-dihydro-3(2H)-pyridazinone). The yield is 75.1%. As a reaction SMILES: [CH3:1][C:2]1[C:10]([C:11](=O)[CH:12]([CH3:17])[CH2:13][C:14](O)=[O:15])=[C:5]2[CH:6]=[CH:7][CH:8]=[CH:9][N:4]2[N:3]=1.O.[NH2:20][NH2:21]>C(O)C>[CH3:1][C:2]1[C:10]([C:11]2[CH:12]([CH3:17])[CH2:13][C:14](=[O:15])[NH:20][N:21]=2)=[C:5]2[CH:6]=[CH:7][CH:8]=[CH:9][N:4]2[N:3]=1 |f:1.2|. Procedure: The compound (2.76 g) of Example 17 and hydrazine monohydrate (0.90 g) were dissolved into ethanol (30 ml), and the solution was refluxed for 3 hours under heat. The reaction liquor was submitted to distillation under reduced pressure, and the residue was purified by means of silica gel column chromatography (developing solvent, methylene chloride:ethanol=10:1) to obtain aimed product (2.04 g) as colorless powder. When recrystallizing from isopropyl ether, this gave colorless prismatic crystals.